describe an organic reaction: reactants, conditions, products, and yield From a dataset of the Open Reaction Database (ORD), a public repository of structured organic reaction records. Starting materials: NCCCCC(=O)O (5-aminovaleric acid), C[O-].[Na+] (NaOMe), C(CCC)OC(=O)C=1N=C(C2=CC=C(C=C2C1O)OC1=CC=CC=C1)C#N (1-cyano-4-hydroxy-6-phenoxy-isoquinoline-3-carboxylic acid butyl ester). Run in COCCO (2-methoxyethanol). The product is C(#N)C1=NC(=C(C2=CC(=CC=C12)OC1=CC=CC=C1)O)C(=O)NCCCCC(=O)O (5-[(1-Cyano-4-hydroxy-6-phenoxy-isoquinoline-3-carbonyl)-amino]-pentanoic acid). The yield is 47.9%. Reaction SMILES: C(O[C:6]([C:8]1[N:9]=[C:10]([C:26]#[N:27])[C:11]2[C:16]([C:17]=1[OH:18])=[CH:15][C:14]([O:19][C:20]1[CH:25]=[CH:24][CH:23]=[CH:22][CH:21]=1)=[CH:13][CH:12]=2)=[O:7])CCC.[NH2:28][CH2:29][CH2:30][CH2:31][CH2:32][C:33]([OH:35])=[O:34].C[O-].[Na+]>COCCO>[C:26]([C:10]1[C:11]2[C:16](=[CH:15][C:14]([O:19][C:20]3[CH:25]=[CH:24][CH:23]=[CH:22][CH:21]=3)=[CH:13][CH:12]=2)[C:17]([OH:18])=[C:8]([C:6]([NH:28][CH2:29][CH2:30][CH2:31][CH2:32][C:33]([OH:35])=[O:34])=[O:7])[N:9]=1)#[N:27] |f:2.3|. Procedure: A mixture of 1-cyano-4-hydroxy-6-phenoxy-isoquinoline-3-carboxylic acid butyl ester (60 mg, 0.17 mmol) (prepared according to U.S. Pat. No. 7,928,120), 5-aminovaleric acid (970 mg, 8.28 mmol) and NaOMe (360 mg, 6.62 mmol) in 2-methoxyethanol (15 mL) was refluxed for 1.5 h. Solvent was evaporated, and the residue was partitioned between EtOAc and water. 1 M HCl was added with stirring until pH was ˜2. The organic layer was dried over MgSO4 and concentrated. The crude product was purified by prepa... The reactants are ClC1=CC=C(C=C1)C1=C(C=C(C=C1)OC)COC1=CC=C(C=C1)C1=CC(=NN1C1CCCCC1)/C=C(/C(=O)OCC)\C (Ethyl (2E)-3-(5-{4-[(4′-chloro-4-methoxy-1,1′-biphenyl-2-yl)methoxy]phenyl}-1-cyclohexyl-1H-pyrazol-3-yl)-2-methyl-2-propenoate), [Li+].[OH-] (LiOH). The solvent is CO.C1CCOC1 (MeOH THF). Yields the product ClC1=CC=C(C=C1)C1=C(C=C(C=C1)OC)COC1=CC=C(C=C1)C1=CC(=NN1C1CCCCC1)/C=C(/C(=O)O)\C ((2E)-3-(5-{4-[(4′-chloro-4-methoxy-1,1′-biphenyl-2-yl)methoxy]phenyl}-1-cyclohexyl-1H-pyrazol-3-yl)-2-methyl-2-propenoic acid). As a reaction SMILES: [Cl:1][C:2]1[CH:7]=[CH:6][C:5]([C:8]2[CH:13]=[CH:12][C:11]([O:14][CH3:15])=[CH:10][C:9]=2[CH2:16][O:17][C:18]2[CH:23]=[CH:22][C:21]([C:24]3[N:28]([CH:29]4[CH2:34][CH2:33][CH2:32][CH2:31][CH2:30]4)[N:27]=[C:26](/[CH:35]=[C:36](\[CH3:42])/[C:37]([O:39]CC)=[O:38])[CH:25]=3)=[CH:20][CH:19]=2)=[CH:4][CH:3]=1.[Li+].[OH-]>CO.C1COCC1>[Cl:1][C:2]1[CH:7]=[CH:6][C:5]([C:8]2[CH:13]=[CH:12][C:11]([O:14][CH3:15])=[CH:10][C:9]=2[CH2:16][O:17][C:18]2[CH:23]=[CH:22][C:21]([C:24]3[N:28]([CH:29]4[CH2:34][CH2:33][CH2:32][CH2:31][CH2:30]4)[N:27]=[C:26](/[CH:35]=[C:36](\[CH3:42])/[C:37]([OH:39])=[O:38])[CH:25]=3)=[CH:20][CH:19]=2)=[CH:4][CH:3]=1 |f:1.2,3.4|. Procedure details: Ethyl ester 4.4 (55 mg, 0.094 mmol) was stirred with 1N LiOH (1 ml) in 4 ml of MeOH/THF (1:3) at rt for 24 h, concentrated, and partitioned between Et2O and H2O. The organic phase was extracted with 0.1 N NaOH (2×), and the combined aqueous extracts were acidified with conc. HCl and extracted with EtOAc (3×). The combined organic extracts were washed with H2O, brine, and dried (Na2SO4). Concentration gave a crude product which was purified by semi-preparative HPLC (gradient elution: 70 to 100% C... Reactants: FC1=C(C#N)C=CC(=C1)N1CC(CCC1)O (2-fluoro-4-(3-hydroxypiperidin-1-yl)benzonitrile), CC(=O)OI1(C=2C=CC=CC2C(=O)O1)(OC(=O)C)OC(=O)C (Dess-Martin Periodinane). Solvent: C(Cl)Cl (CH2Cl2), C(Cl)Cl (CH2Cl2). Conditions: time 1 hour. The product is FC1=C(C#N)C=CC(=C1)N1CC(CCC1)=O (2-fluoro-4-(3-oxopiperidin-1-yl)benzonitrile). Isolated yield 60.6%. RXN SMILES: [F:1][C:2]1[CH:9]=[C:8]([N:10]2[CH2:15][CH2:14][CH2:13][CH:12]([OH:16])[CH2:11]2)[CH:7]=[CH:6][C:3]=1[C:4]#[N:5].CC(OI1(OC(C)=O)(OC(C)=O)OC(=O)C2C=CC=CC1=2)=O>C(Cl)Cl>[F:1][C:2]1[CH:9]=[C:8]([N:10]2[CH2:15][CH2:14][CH2:13][C:12](=[O:16])[CH2:11]2)[CH:7]=[CH:6][C:3]=1[C:4]#[N:5]. Reported procedure: To a solution of 2-fluoro-4-(3-hydroxypiperidin-1-yl)benzonitrile (1,000 mg, 4.54 mmol) in CH2Cl2 (2 mL) was added Dess-Martin Periodinane (231 mg, 0.545 mmol). The reaction was stirred at rt for 1 h. The reaction was diluted CH2Cl2, washed with saturated aqueous NaHCO3 and saturated aqueous NaCl. The organic layer was dried over Na2SO4, filtered and concentrated. The resulting residue was purified using silica gel chromatography (ISCO system) eluting with a gradient of 0-50% EtOAc/Hex to give t... Starting materials: [C@@H]12N(C[C@@H](NC1)C2)C(=O)OC(C)(C)C ((1S,4S)-tert-butyl 2,5-diazabicyclo[2.2.1]heptane-2-carboxylate), FC=1C=CC(=C(C(=O)NCC(=O)NC(C)C)C1)[N+](=O)[O-] (5-fluoro-N-(2-(isopropylamino)-2-oxoethyl)-2-nitrobenzamide), FC=1C=CC(=C(C(=O)NCC(=O)NC(C)C)C1)[N+](=O)[O-] (5-fluoro-N-(2-(isopropylamino)-2-oxoethyl)-2-nitrobenzamide), C([O-])([O-])=O.[K+].[K+] (potassium carbonate). The solvent is C(C)#N (acetonitrile). Reaction conditions: temperature 90 celsius. Yields the product C(C)(C)NC(CNC(=O)C=1C=C(C=CC1[N+](=O)[O-])N1[C@@H]2CN([C@H](C1)C2)C(=O)OC(C)(C)C)=O ((1S,4S)-tert-butyl 5-(3-(2-(isopropylamino)-2-oxoethylcarbamoyl)-4-nitrophenyl)-2,5-diazabicyclo[2.2.1]heptane-2-carboxylate). Yield: 92.1%. As a reaction SMILES: F[C:2]1[CH:3]=[CH:4][C:5]([N+:18]([O-:20])=[O:19])=[C:6]([CH:17]=1)[C:7]([NH:9][CH2:10][C:11]([NH:13][CH:14]([CH3:16])[CH3:15])=[O:12])=[O:8].C(=O)([O-])[O-].[K+].[K+].[C@H:27]12[CH2:33][C@H:30]([NH:31][CH2:32]1)[CH2:29][N:28]2[C:34]([O:36][C:37]([CH3:40])([CH3:39])[CH3:38])=[O:35]>C(#N)C>[CH:14]([NH:13][C:11](=[O:12])[CH2:10][NH:9][C:7]([C:6]1[CH:17]=[C:2]([N:31]2[CH2:32][C@@H:27]3[CH2:33][C@H:30]2[CH2:29][N:28]3[C:34]([O:36][C:37]([CH3:40])([CH3:39])[CH3:38])=[O:35])[CH:3]=[CH:4][C:5]=1[N+:18]([O-:20])=[O:19])=[O:8])([CH3:16])[CH3:15] |f:1.2.3|. Procedure: To a solution of 5-fluoro-N-(2-(isopropylamino)-2-oxoethyl)-2-nitrobenzamide (1.0 g, 3.53 mmol) (Intermediate 2A) in acetonitrile (20 mL) was added potassium carbonate (1.46 g, 10.9 mmol) followed by (1S,4S)-tert-butyl 2,5-diazabicyclo[2.2.1]heptane-2-carboxylate (0.70 g, 3.53 mmol). The resulting suspension was heated to reflux at 90° C. for 6 hours. The reaction mixture was allowed to cool to room temperature, then filtered and concentrated. The resultant crude material was purified by a 25 g ... The reactants are C(=C)C1C2C=CC(C1)C2 (5-vinylbicyclo[2. 2. 1]hept-2-ene), C(C)[Al](CC)CC (triethyl aluminum). Reagents/catalysts: [Cl-].[Cl-].[CH-]1C=CC=C1.[CH-]1C=CC=C1.[Ti+2] (titanocenedichloride). Conditions: time 5 hour. The product is C(C)C1C2C=CC(C1)C2 (5-ethylbicyclo[2. 2. 1]hept-2-ene). As a reaction SMILES: [CH:1]([CH:3]1[CH2:8][CH:7]2[CH2:9][CH:4]1[CH:5]=[CH:6]2)=[CH2:2].C([Al](CC)CC)C>[Cl-].[Cl-].[CH-]1C=CC=C1.[CH-]1C=CC=C1.[Ti+2]>[CH2:1]([CH:3]1[CH2:8][CH:7]2[CH2:9][CH:4]1[CH:5]=[CH:6]2)[CH3:2] |f:2.3.4.5.6|. Procedure details: The reaction was carried out in the same way as in Example 1 except that the substrate was changed to 5-vinylbicyclo[2. 2. 1]hept-2-ene, 6 mmol of titanocenedichloride and 60 mmol of triethyl aluminum were charged into the autoclave, and the reaction period was set to five hours, to produce 134.7 g of 5-ethylbicyclo[2. 2. 1]hept-2-ene having the purity of 98.9%. Analyses by proton NMR revealed that only the signal of unsaturated proton of norbornene could be noticed in the vicinity of 5.8 ppm (δ...